The task is: describe an organic reaction: reactants, conditions, products, and yield. This data is from the Open Reaction Database (ORD), a public repository of structured organic reaction records. Starting materials: C(=O)(Cl)Cl (phosgene), COC(=O)CC[C@H]1C(=O)OC(=O)N1 (MLGlu-NCA), ester -COOCH3, CN(CCN)C (N,N-dimethylethylenediamine), C(=O)=O (carbon dioxide), CC(C[C@H](N)C(=O)O)C(=O)O (gamma-methyl-L-glutamic acid), CC(C[C@H](N)C(=O)O)C(=O)O (MLGlu), COC(=O)CC[C@H]1C(=O)OC(=O)N1 (MLGlu-NCA), C(=O)(Cl)Cl (phosgene). The solvent is C(CCl)Cl (ethylene dichloride), O1CCCC1 (tetrahydrofuran). The product is COC(=O)CC[C@H]1C(=O)OC(=O)N1 (Gamma-methyl-L-glutamate N-carboxy anhydride), CN[C@@H](CCC(=O)[O-])C(=O)[O-] (methyl-L-glutamate). RXN SMILES: CC(C(O)=O)C[C@@H](C(O)=O)N.C(Cl)(Cl)=O.[CH3:16][O:17][C:18]([CH2:20][CH2:21][C@@H:22]1[NH:28][C:26](=[O:27])[O:25][C:23]1=[O:24])=[O:19].CN(C)CCN.C(=O)=O>O1CCCC1.C(Cl)CCl>[CH3:16][O:17][C:18]([CH2:20][CH2:21][C@@H:22]1[NH:28][C:26](=[O:27])[O:25][C:23]1=[O:24])=[O:19].[CH3:26][NH:28][C@H:22]([C:23]([O-:25])=[O:24])[CH2:21][CH2:20][C:18]([O-:19])=[O:17]. Procedure details: Gamma-methyl-L-glutamate N-carboxy anhydride ("MLGlu-NCA") was prepared from gamma-methyl-L-glutamic acid ("MLGlu"; the gamma --COOH group protected as the ester --COOCH3) and phosgene (COCl2) in tetrahydrofuran (THF) using the phosgene method. MLGlu-NCA (MW 187, 1.496 g, 8.0 mmol) was suspended in 10 mL of anhydrous ethylene dichloride ("EDC", ClCH2CH2Cl). N,N-dimethylethylenediamine ("N,N-DMEDA," 13.6 mg, 154 micromol) was added with vigorous stirring. As carbon dioxide (CO2) evolved, the MLGl... Starting materials: C, CCOC(C)=O, CC(C)(C#N)c1ccc([N+](=O)[O-])cc1, [Pd]. The product is CC(C)(C#N)c1ccc(N)cc1. Reaction SMILES: [C:21].[CH3:15][CH2:16][O:17][C:18](=[O:19])[CH3:20].[CH3:1][C:2]([C:3]#[N:4])([CH3:5])[c:6]1[cH:7][cH:8][c:9]([N+:12]([O-:13])=[O:14])[cH:10][cH:11]1.[Pd:22]>>[CH3:1][C:2]([C:3]#[N:4])([CH3:5])[c:6]1[cH:7][cH:8][c:9]([NH2:12])[cH:10][cH:11]1. Reactants: N1(CCCCC1)C=1N=NC=CC1N (3-Piperidin-1-yl-pyridazin-4-ylamine), C(#N)C=1N=C(N(C1)COCC[Si](C)(C)C)C(=O)O (4-cyano-1-(2-trimethylsilanyl-ethoxymethyl)-1H-imidazole-2-carboxylic acid), [K+].C(#N)C=1N=C(N(C1)COCC[Si](C)(C)C)C(=O)[O-] (4-Cyano-1-(2-trimethylsilanyl-ethoxymethyl)-1H-imidazole-2-carboxylate potassium salt). Yields the product N1(CCCCC1)C=1N=NC=CC1NC(=O)C=1N(C(=CN1)C#N)COCC[Si](C)(C)C (5-cyano-1-(2-trimethylsilanyl-ethoxymethyl)-1H-imidazole-2-carboxylic acid (3-piperidin-1-yl-pyridazin-4-yl)-amide). As a reaction SMILES: [N:1]1([C:7]2[N:8]=[N:9][CH:10]=[CH:11][C:12]=2[NH2:13])[CH2:6][CH2:5][CH2:4][CH2:3][CH2:2]1.C([C:16]1[N:17]=[C:18]([C:29]([OH:31])=O)[N:19]([CH2:21][O:22][CH2:23][CH2:24][Si:25]([CH3:28])([CH3:27])[CH3:26])[CH:20]=1)#N.[K+].[C:33](C1N=C(C([O-])=O)N(COCC[Si](C)(C)C)C=1)#[N:34]>>[N:1]1([C:7]2[N:8]=[N:9][CH:10]=[CH:11][C:12]=2[NH:13][C:29]([C:18]2[N:19]([CH2:21][O:22][CH2:23][CH2:24][Si:25]([CH3:26])([CH3:27])[CH3:28])[C:20]([C:33]#[N:34])=[CH:16][N:17]=2)=[O:31])[CH2:6][CH2:5][CH2:4][CH2:3][CH2:2]1 |f:2.3|. Procedure: 3-Piperidin-1-yl-pyridazin-4-ylamine (as prepared in above step) was coupled with 4-cyano-1-(2-trimethylsilanyl-ethoxymethyl)-1H-imidazole-2-carboxylic acid, potassium salt (as prepared in Example 11, step (d)), as described in Example 42, step (c) to afford 5-cyano-1-(2-trimethylsilanyl-ethoxymethyl)-1H-imidazole-2-carboxylic acid (3-piperidin-1-yl-pyridazin-4-yl)-amide which was subjected to SEM deprotection as described in Example 47, step (d) to afford the title compound. 1H-NMR (DMSO-d6; 40... Reactants: CCN1CCOCC1, CCOC(C)=O, COc1ccc(S(=O)(=O)N(CCC(=O)O)c2ccc(Cl)cc2Cc2c(F)cccc2F)cc1OC, CCOC(=O)Cl, N, C1CCOC1, O. The product is COc1ccc(S(=O)(=O)N(CCC(N)=O)c2ccc(Cl)cc2Cc2c(F)cccc2F)cc1OC. As a reaction SMILES: [CH2:36]([N:38]1[CH2:37][CH2:39][O:40][CH2:41][CH2:42]1)[CH3:43].[CH3:57][CH2:58][O:59][C:60](=[O:61])[CH3:62].[Cl:1][c:2]1[cH:3][c:4]([CH2:27][c:28]2[c:29]([F:35])[cH:30][cH:31][cH:32][c:33]2[F:34])[c:5]([N:8]([CH2:9][CH2:10][C:11](=[O:12])[OH:13])[S:14](=[O:15])(=[O:16])[c:17]2[cH:18][c:19]([O:25][CH3:26])[c:20]([O:23][CH3:24])[cH:21][cH:22]2)[cH:6][cH:7]1.[Cl:44][C:45]([O:46][CH2:47][CH3:48])=[O:49].[NH3:50].[O:51]1[CH2:52][CH2:53][CH2:54][CH2:55]1.[OH2:56]>>[Cl:1][c:2]1[cH:3][c:4]([CH2:27][c:28]2[c:29]([F:35])[cH:30][cH:31][cH:32][c:33]2[F:34])[c:5]([N:8]([CH2:9][CH2:10][C:11](=[O:12])[NH2:38])[S:14](=[O:15])(=[O:16])[c:17]2[cH:18][c:19]([O:25][CH3:26])[c:20]([O:23][CH3:24])[cH:21][cH:22]2)[cH:6][cH:7]1. The reactants are ClC1=C(C=CC=C1)[C@@H](C)OC(NC=1C(=NOC1C1=CC=C(C=C1)C1=CC=C(C=C1)CC#N)C)=O ([5-(4′-cyanomethyl-biphenyl-4-yl)-3-methyl-isoxazol-4-yl]-carbamic acid (R)-1-(2-chloro-phenyl)-ethyl ester), N(=[N+]=[N-])[Si](C)(C)C (azidotrimethylsilane). The product is ClC1=C(C=CC=C1)[C@@H](C)OC(NC=1C(=NOC1C1=CC=C(C=C1)C1=CC=C(C=C1)CC=1N=NNN1)C)=O ({3-Methyl-5-[4′-(2H-tetrazol-5-ylmethyl)-biphenyl-4-yl]-isoxazol-4-yl}-carbamic acid (R)-1-(2-chloro-phenyl)-ethyl ester). As a reaction SMILES: [Cl:1][C:2]1[CH:7]=[CH:6][CH:5]=[CH:4][C:3]=1[C@H:8]([O:10][C:11](=[O:34])[NH:12][C:13]1[C:14]([CH3:33])=[N:15][O:16][C:17]=1[C:18]1[CH:23]=[CH:22][C:21]([C:24]2[CH:29]=[CH:28][C:27]([CH2:30][C:31]#[N:32])=[CH:26][CH:25]=2)=[CH:20][CH:19]=1)[CH3:9].[N:35]([Si](C)(C)C)=[N+:36]=[N-:37]>>[Cl:1][C:2]1[CH:7]=[CH:6][CH:5]=[CH:4][C:3]=1[C@H:8]([O:10][C:11](=[O:34])[NH:12][C:13]1[C:14]([CH3:33])=[N:15][O:16][C:17]=1[C:18]1[CH:23]=[CH:22][C:21]([C:24]2[CH:25]=[CH:26][C:27]([CH2:30][C:31]3[N:35]=[N:36][NH:37][N:32]=3)=[CH:28][CH:29]=2)=[CH:20][CH:19]=1)[CH3:9]. Reported procedure: Prepared as described in Example 45 using [5-(4′-cyanomethyl-biphenyl-4-yl)-3-methyl-isoxazol-4-yl]-carbamic acid (R)-1-(2-chloro-phenyl)-ethyl ester and azidotrimethylsilane. Reactants: CCO, Cl, NO, N#Cc1ccnc(N)c1, [Na+], [Na+], O=C([O-])[O-], O. The product is N=C(NO)c1ccnc(N)c1. As a reaction SMILES: [CH3:20][CH2:21][OH:22].[ClH:10].[NH2:11][OH:12].[NH2:1][c:2]1[n:3][cH:4][cH:5][c:6]([C:8]#[N:9])[cH:7]1.[Na+:13].[Na+:14].[O-:15][C:16](=[O:17])[O-:18].[OH2:19]>>[NH2:1][c:2]1[n:3][cH:4][cH:5][c:6]([C:8](=[NH:9])[NH:11][OH:12])[cH:7]1. The reactants are ICCCc1ccccc1, [K+], [K+], O=C([O-])[O-], CN(C)C=O, O=C(NCc1cccs1)c1cccnc1S. Product: O=C(NCc1cccs1)c1cccnc1SCCCc1ccccc1. As a reaction SMILES: [I:23][CH2:24][CH2:25][CH2:26][c:27]1[cH:28][cH:29][cH:30][cH:31][cH:32]1.[K+:1].[K+:2].[O-:3][C:4]([O-:5])=[O:6].[O:33]=[CH:34][N:35]([CH3:36])[CH3:37].[SH:7][c:8]1[c:9]([C:10](=[O:11])[NH:12][CH2:13][c:14]2[s:15][cH:16][cH:17][cH:18]2)[cH:19][cH:20][cH:21][n:22]1>>[S:7]([c:8]1[c:9]([C:10](=[O:11])[NH:12][CH2:13][c:14]2[s:15][cH:16][cH:17][cH:18]2)[cH:19][cH:20][cH:21][n:22]1)[CH2:24][CH2:25][CH2:26][c:27]1[cH:28][cH:29][cH:30][cH:31][cH:32]1.